This data is from the Open Reaction Database (ORD), a public repository of structured organic reaction records. The task is: describe an organic reaction: reactants, conditions, products, and yield Solvent: C(Cl)(Cl)Cl (chloroform), O (water), C(Cl)(Cl)Cl (chloroform). Isolated yield 71.1%. Procedure: To a stirring solution of 10 g of potassium carbonate in 50 ml of water was added 4.42 g of 4-(2,3,4,5,6-pentafluorophenoxy)piperidine hydrochloride in 50 ml of chloroform, followed by a solution of 3.23 g of dimethylcarbamoyl chloride in 20 ml of chloroform which was added, dropwise, over a period of 20 minutes. After stirring for 20 hours at room temperature, the layers were separated; the organic layer was washed with water followed by a saturated sodium chloride solution and dried over anhyd... RXN SMILES: C(=O)([O-])[O-].[K+].[K+].Cl.[F:8][C:9]1[C:21]([F:22])=[C:20]([F:23])[C:19]([F:24])=[C:18]([F:25])[C:10]=1[O:11][CH:12]1[CH2:17][CH2:16][NH:15][CH2:14][CH2:13]1.[CH3:26][N:27]([CH3:31])[C:28](Cl)=[O:29]>O.C(Cl)(Cl)Cl>[CH3:26][N:27]([C:28]([N:15]1[CH2:16][CH2:17][CH:12]([O:11][C:10]2[C:18]([F:25])=[C:19]([F:24])[C:20]([F:23])=[C:21]([F:22])[C:9]=2[F:8])[CH2:13][CH2:14]1)=[O:29])[CH3:31] |f:0.1.2,3.4|. Reactants: CN(C(=O)Cl)C (dimethylcarbamoyl chloride), C([O-])([O-])=O.[K+].[K+] (potassium carbonate), Cl.FC1=C(OC2CCNCC2)C(=C(C(=C1F)F)F)F (4-(2,3,4,5,6-pentafluorophenoxy)piperidine hydrochloride). Product: CN(C)C(=O)N1CCC(CC1)OC1=C(C(=C(C(=C1F)F)F)F)F (1-[(N,N-dimethylamino)carbonyl]-4-(2,3,4,5,6-pentafluorophenoxy)piperidine). Conditions: time 20 minute.